This data is from the Open Reaction Database (ORD), a public repository of structured organic reaction records. The task is: describe an organic reaction: reactants, conditions, products, and yield Starting materials: C(=O)(N1C=NC=C1)N1C=NC=C1 (carbonyldiimidazole), Br.N1(CCCC1)C1=C(C=CC=C1)CC(=O)O ((2-pyrrolidinophenyl)acetic acid hydrobromide), Cl.C1(=CC=CC=C1)C1([C@@H]2CNC[C@@H]2[C@@H](CC1)F)C1=CC=CC=C1 ((3aR, 7R,7aR)-4,4-diphenyl-7-fluoroperhydroisoindole hydrochloride). Run in C(C)N(CC)CC (triethylamine), ClCCl (dichloromethane), ClCCl (dichloromethane), ClCCl (dichloromethane), C(C)N(CC)CC (triethylamine). Conditions: time 1 hour. Yields the product C1(=CC=CC=C1)C1([C@@H]2CN(C[C@@H]2[C@@H](CC1)F)C(CC1=C(C=CC=C1)N1CCCC1)=O)C1=CC=CC=C1 ((3aR, 7R,7aR)-4,4-diphenyl-7-fluoro-2-[(2-pyrrolidinophenyl)acetyl]perhydroisoindole). Yield: 16.6%. As a reaction SMILES: C(N1C=CN=C1)(N1C=CN=C1)=O.Br.[N:14]1([C:19]2[CH:24]=[CH:23][CH:22]=[CH:21][C:20]=2[CH2:25][C:26]([OH:28])=O)[CH2:18][CH2:17][CH2:16][CH2:15]1.Cl.[C:30]1([C:36]2([C:46]3[CH:51]=[CH:50][CH:49]=[CH:48][CH:47]=3)[CH2:44][CH2:43][C@@H:42]([F:45])[C@@H:41]3[C@H:37]2[CH2:38][NH:39][CH2:40]3)[CH:35]=[CH:34][CH:33]=[CH:32][CH:31]=1>ClCCl.C(N(CC)CC)C>[C:46]1([C:36]2([C:30]3[CH:31]=[CH:32][CH:33]=[CH:34][CH:35]=3)[CH2:44][CH2:43][C@@H:42]([F:45])[C@@H:41]3[C@H:37]2[CH2:38][N:39]([C:26](=[O:28])[CH2:25][C:20]2[CH:21]=[CH:22][CH:23]=[CH:24][C:19]=2[N:14]2[CH2:15][CH2:16][CH2:17][CH2:18]2)[CH2:40]3)[CH:51]=[CH:50][CH:49]=[CH:48][CH:47]=1 |f:1.2,3.4|. Reported procedure: 0.28 cm3 of triethylamine and 0.32 g of carbonyldiimidazole are added to a solution, cooled to 4° C., of 0.57 g of (2-pyrrolidinophenyl)acetic acid hydrobromide in 20 cm3 of dry dichloromethane. The mixture is stirred for one hour at +4° C. and then a solution of 0.67 g of (3aR, 7R,7aR)-4,4-diphenyl-7-fluoroperhydroisoindole hydrochloride in 20 cm3 of dry dichloromethane and 0.28 cm3 of triethylamine is added. The reaction mixture is stirred at room temperature for 24 hours and then diluted with... Starting materials: O1CCC(CC1)O (tetrahydro-2H-pyran-4-ol), ICC(=O)[O-].[Na+] (sodium iodoacetate), O (water), [H-].[Na+] (sodium hydride). Solvent: O1CCCC1 (tetrahydrofuran). Run at temperature 0 celsius, time 45 minute. The product is O1CCC(CC1)OCC(=O)O ([2-(Tetrahydro-2H-pyran-4-yloxy)]acetic acid). RXN SMILES: [O:1]1[CH2:6][CH2:5][CH:4]([OH:7])[CH2:3][CH2:2]1.I[CH2:9][C:10]([O-:12])=[O:11].[Na+].[H-].[Na+].O>O1CCCC1>[O:1]1[CH2:6][CH2:5][CH:4]([O:7][CH2:9][C:10]([OH:12])=[O:11])[CH2:3][CH2:2]1 |f:1.2,3.4|. Reported procedure: A solution of tetrahydro-2H-pyran-4-ol (286 μl, Acros) in tetrahydrofuran (4 ml) was added with sodium iodoacetate (624 mg), and successively added with sodium hydride (198 mg) as several portions at 0° C., and the mixture was stirred at the same temperature for 45 minutes, and then further stirred at room temperature for 23 hours. The reaction mixture was cooled again to 0° C., and then carefully added with water and then with chloroform, and the organic layer was separated. The aqueous layer w...